Dataset: the Open Reaction Database (ORD), a public repository of structured organic reaction records. Task: describe an organic reaction: reactants, conditions, products, and yield Starting materials: N(=O)[O-].[Na+] (sodium nitrite), NC1=NC(=NS1)C (5-amino-3-methyl-1,2,4-thiadiazole), resultant solution. Reagents/catalysts: N(=O)[O-].[Na+] (sodium nitrite). Solvent: S(O)(O)(=O)=O (sulfuric acid). Yields the product CC1=NSC(=N1)NN=O (3-methyl-5-nitrosoamino-1,2,4-thiadiazole). Isolated yield 50831.3%. As a reaction SMILES: [NH2:1][C:2]1[S:6][N:5]=[C:4]([CH3:7])[N:3]=1.[N:8]([O-])=[O:9].[Na+]>S(=O)(=O)(O)O.N([O-])=O.[Na+]>[CH3:7][C:4]1[N:3]=[C:2]([NH:1][N:8]=[O:9])[S:6][N:5]=1 |f:1.2,4.5|. Procedure details: First, 11.5 g (0.1 mol) of 5-amino-3-methyl-1,2,4-thiadiazole was dissolved in 100 mL of 2N sulfuric acid. While the mixture was stirred, an aqueous sodium nitrite solution (containing 8.0 g (0.116 mmol) of sodium nitrite in 20 mL of water) was added dropwise to the mixture at 0° C. or less. After completion of dropwise addition, the resultant solution was continuously stirred further for one hour at 0° C. The crystals precipitated were collected by filtration and washed with ice cold water. The... The reactants are C1(=CC=CC=C1)C(=C)C(=C)C1=CC=CC=C1 (2,3-diphenyl-1,3-butadiene), C1(C=CCC1)=O (cyclopent-2-enone). Solvent: C1(=CC=CC=C1)C (toluene). Yields the product C1(=CC=CC=C1)C=1CC2CCC(C2CC1C1=CC=CC=C1)=O (5,6-diphenyl-2,3,3a,4,7,7a-hexahydro-inden-1-one). RXN SMILES: [C:1]1([C:7]([C:9]([C:11]2[CH:16]=[CH:15][CH:14]=[CH:13][CH:12]=2)=[CH2:10])=[CH2:8])[CH:6]=[CH:5][CH:4]=[CH:3][CH:2]=1.[C:17]1(=[O:22])[CH2:21][CH2:20][CH:19]=[CH:18]1>C1(C)C=CC=CC=1>[C:1]1([C:7]2[CH2:8][CH:20]3[CH:21]([CH2:10][C:9]=2[C:11]2[CH:12]=[CH:13][CH:14]=[CH:15][CH:16]=2)[C:17](=[O:22])[CH2:18][CH2:19]3)[CH:6]=[CH:5][CH:4]=[CH:3][CH:2]=1. Procedure details: A mixture of 2,3-diphenyl-1,3-butadiene (2.772 g, 13.44 mmol) and cyclopent-2-enone (1 eq.) was refluxed in toluene (26 mL) for 48 h. The reaction mixture was then concentrated and purified on SiO2 (20% ethyl acetate/hexane) to yield 5,6-diphenyl-2,3,3a,4,7,7a-hexahydro-inden-1-one. Reactants: C([O-])([O-])=O.[K+].[K+] (potassium carbonate), CI (methyl iodide), FC1=C(C=CC=C1)C1=CC=C(C=C1)C(C)S(=O)CC(=O)O ([1-(2'-fluoro-4-biphenylyl)-ethylsulfinyl]-acetic acid). The solvent is O (water), Cl (hydrochloric acid), CS(=O)C (dimethyl sulfoxide). Conditions: time 1 hour. Product: COC(CS(=O)C(C)C1=CC=C(C=C1)C1=C(C=CC=C1)F)=O ([1-(2'-Fluoro-4-biphenylyl)-ethylsulfinyl]-acetic acid methyl ester). Reaction SMILES: [F:1][C:2]1[CH:7]=[CH:6][CH:5]=[CH:4][C:3]=1[C:8]1[CH:13]=[CH:12][C:11]([CH:14]([S:16]([CH2:18][C:19]([OH:21])=[O:20])=[O:17])[CH3:15])=[CH:10][CH:9]=1.[C:22](=O)([O-])[O-].[K+].[K+].CI>CS(C)=O.O.Cl>[CH3:22][O:20][C:19](=[O:21])[CH2:18][S:16]([CH:14]([C:11]1[CH:12]=[CH:13][C:8]([C:3]2[CH:4]=[CH:5][CH:6]=[CH:7][C:2]=2[F:1])=[CH:9][CH:10]=1)[CH3:15])=[O:17] |f:1.2.3|. Procedure details: 3 gm (10 millimols) of [1-(2'-fluoro-4-biphenylyl)-ethylsulfinyl]-acetic acid, m.p. 164°-165° C., were dissolved in 15 ml of dimethyl sulfoxide, 2 gm of potassium carbonate and 1.5 ml of methyl iodide were added, and the mixture was stirred at room temperature for one hour. Subsequently, the mixture was diluted with water, hydrochloric acid was added and the reaction product was extracted with ethyl acetate. After washing, drying and evaporating the extract, the residue was recrystallized from i... Starting materials: BrC1=CN=C2C(=N1)C(=CN2C(C2=CC=CC=C2)(C2=CC=CC=C2)C2=CC=CC=C2)C(=O)NC(C)(C)C (2-bromo-N-tert-butyl-5-trityl-5H-pyrrolo[3,2-b]pyrazine-7-carboxamide), N1N=CC2=C(C=CC=C12)B(O)O (1H-indazol-4-ylboronic acid), CC(C)C1=CC(=C(C(=C1)C(C)C)C2=C(C=CC=C2)P(C3CCCCC3)C4CCCCC4)C(C)C (X-Phos), C(=O)([O-])[O-].[Na+].[Na+] (Na2CO3). The reagents and catalysts are C=1C=CC(=CC1)[P](C=2C=CC=CC2)(C=3C=CC=CC3)[Pd]([P](C=4C=CC=CC4)(C=5C=CC=CC5)C=6C=CC=CC6)([P](C=7C=CC=CC7)(C=8C=CC=CC8)C=9C=CC=CC9)[P](C=1C=CC=CC1)(C=1C=CC=CC1)C=1C=CC=CC1 (Pd(PPh3)4). Solvent: O1CCOCC1 (dioxane), O (water). Run at temperature 100 celsius. Product: C(C)(C)(C)NC(=O)C1=CNC=2C1=NC(=CN2)C=2C=CC=C1C=CN=CC21 (N-tert-butyl-2-(isoquinolin-8-yl)-5H-pyrrolo[3,2-b]pyrazine-7-carboxamide). Yield: 292.6%. RXN SMILES: Br[C:2]1[N:7]=[C:6]2[C:8]([C:30]([NH:32][C:33]([CH3:36])([CH3:35])[CH3:34])=[O:31])=[CH:9][N:10](C(C3C=CC=CC=3)(C3C=CC=CC=3)C3C=CC=CC=3)[C:5]2=[N:4][CH:3]=1.N1[C:45]2[C:40](=[C:41](B(O)O)[CH:42]=[CH:43][CH:44]=2)[CH:39]=[N:38]1.[CH3:49][CH:50](C1C=C(C(C)C)C(C2C=CC=CC=2P(C2CCCCC2)C2CCCCC2)=C(C(C)C)C=1)C.C([O-])([O-])=O.[Na+].[Na+]>O1CCOCC1.O.C1C=CC([P]([Pd]([P](C2C=CC=CC=2)(C2C=CC=CC=2)C2C=CC=CC=2)([P](C2C=CC=CC=2)(C2C=CC=CC=2)C2C=CC=CC=2)[P](C2C=CC=CC=2)(C2C=CC=CC=2)C2C=CC=CC=2)(C2C=CC=CC=2)C2C=CC=CC=2)=CC=1>[C:33]([NH:32][C:30]([C:8]1[C:6]2=[N:7][C:2]([C:41]3[CH:42]=[CH:43][CH:44]=[C:45]4[C:40]=3[CH:39]=[N:38][CH:50]=[CH:49]4)=[CH:3][N:4]=[C:5]2[NH:10][CH:9]=1)=[O:31])([CH3:35])([CH3:34])[CH3:36] |f:3.4.5,^1:99,101,120,139|. Reported procedure: A mixture of 2-bromo-N-tert-butyl-5-trityl-5H-pyrrolo[3,2-b]pyrazine-7-carboxamide (0.5 g, 0.928 mmol), 1H-indazol-4-ylboronic acid (165 mg, 1.02 mmol), Pd(PPh3)4 (214 mg, 0.186 mmol), X-Phos (177 mg, 0.371 mmol) and Na2CO3 (295 mg, 2.78 mmol) in dioxane (20 mL) and water (5 mL) was heated to 100° C. for 16 hours under N2 atmosphere. Reaction mixture was concentrated and the residue was purified by preparative-TLC (eluting with methanol:dichloromethane=1:100) to afford N-tert-butyl-2-(isoquinoli... The reactants are C(C1=CC=CC=C1)SCC1(COC(OC1)(C)C)C(C)(C)C (5-Benzylthiomethyl-5-t-butyl-2,2-dimethyl-1,3-dioxane), O (water). The solvent is CO (methanol). Conditions: time 3 hour. Product: C(C1=CC=CC=C1)SCC(CO)(C(C)(C)C)CO (2-Benzylthiomethyl-2-hydroxymethyl-3,3-dimethyl-butan-1-ol). Reaction SMILES: [CH2:1]([S:8][CH2:9][C:10]1([C:18]([CH3:21])([CH3:20])[CH3:19])[CH2:15][O:14]C(C)(C)[O:12][CH2:11]1)[C:2]1[CH:7]=[CH:6][CH:5]=[CH:4][CH:3]=1.O>CO>[CH2:1]([S:8][CH2:9][C:10]([CH2:15][OH:14])([C:18]([CH3:19])([CH3:20])[CH3:21])[CH2:11][OH:12])[C:2]1[CH:7]=[CH:6][CH:5]=[CH:4][CH:3]=1. Reported procedure: 5-Benzylthiomethyl-5-t-butyl-2,2-dimethyl-1,3-dioxane (7.0 g.) and Dowex 50×8-200 ion exchange resin (H+ form) (0.6 g.) in methanol (100 ml.) containing water (10 ml.) was refluxed, with stirring, for 3 hours. The mixture was filtered and the filtrate was evaporated in vacuo. 2-Benzylthiomethyl-2-hydroxymethyl-3,3-dimethyl-butan-1-ol was obtained as a colourless oil (5.0 g.) and was used without further purification. Reactants: C1(CCCCC1)C(COC1=NC=C(C(=O)O)C=C1)N1C(=NC2=C1C=C(C(=C2)F)F)C=2C(=NC(=CC2)OC)OC (6-{2-Cyclohexyl-2-[2-(2,6-dimethoxy-pyridin-3-yl)-5,6-difluoro-benzoimidazol-1-yl]-ethoxy}-nicotinic acid), C1(CCCCC1)C(COC1=NC=C(C(=O)O)C=C1)N1C(=NC2=C1C=C(C(=C2)F)F)C=2C(=NC(=CC2)OC)OC (6-{2-Cyclohexyl-2-[2-(2,6-dimethoxy-pyridin-3-yl)-5,6-difluoro-benzoimidazol-1-yl]-ethoxy}-nicotinic acid), C1(CCCC1)C=O (cyclopentanecarbaldehyde), C([O-])(O)=O.[Na+] (sodium bicarbonate), ClC1=CC=C(C(=O)O)C=C1 (p-chlorobenzoic acid), C(C1=CC=CC=C1)[N+]#[C-] (benzyl isocyanide), Cl (hydrochloric acid). Run in CO (methanol), O1CCOCC1 (dioxane). Conditions: time 5 minute. Yields the product C(C1=CC=CC=C1)NC(C(C1CCCC1)N1C(=NC2=C1C=C(C(=C2)F)F)C2=CC=C(C=C2)Cl)=O (N-Benzyl-2-[2-(4-chloro-phenyl)-5,6-difluoro-benzoimidazol-1-yl]-2-cyclopentyl-acetamide). Reaction SMILES: C1(C([N:19]2[C:23]3[CH:24]=[C:25]([F:29])[C:26]([F:28])=[CH:27][C:22]=3[N:21]=[C:20]2[C:30]2[C:31](OC)=N[C:33](OC)=[CH:34][CH:35]=2)COC2C=CC(C(O)=O)=CN=2)CCCCC1.C1(C=[O:46])CCCC1.[Cl:47][C:48]1[CH:56]=[CH:55][C:51]([C:52](O)=O)=[CH:50][CH:49]=1.[CH2:57]([N+:64]#[C-:65])[C:58]1[CH:63]=[CH:62][CH:61]=[CH:60][CH:59]=1.Cl.C(=O)(O)[O-].[Na+]>CO.O1CCOCC1>[CH2:57]([NH:64][C:65](=[O:46])[CH:20]([N:21]1[C:22]2[CH:27]=[C:26]([F:28])[C:25]([F:29])=[CH:24][C:23]=2[N:19]=[C:52]1[C:51]1[CH:55]=[CH:56][C:48]([Cl:47])=[CH:49][CH:50]=1)[CH:30]1[CH2:35][CH2:34][CH2:33][CH2:31]1)[C:58]1[CH:63]=[CH:62][CH:61]=[CH:60][CH:59]=1 |f:5.6|. Procedure details: To a solution of 5.0 g (20.47 mmol) (2-amino-4,5-difluoro-phenyl)-carbamic acid tert-butyl ester (Example 73, intermediate g) in 50 ml methanol, 2.21 g (22.57 mmol) cyclopentanecarbaldehyde (commercially available) were added. After stirring for 5 min. at room temperature, 3.2 g (20.5 mmol) p-chlorobenzoic acid and 2.5 ml (20.47 mmol) benzyl isocyanide (commercially available) were added. After stirring for 19 h, 38.38 ml (153.52 mmol) 4 M hydrochloric acid in dioxane were added dropwise over 5 ... Reactants: O=C(CCC(=O)Oc1ccccc1)OCc1ccccc1, CN(C)C=O, CCOC(C)=O, Cl, [H-], O=[N+]([O-])c1cccc(Cc2c[nH]c3ccccc23)c1, [Na+]. Product: O=C(CCC(=O)n1cc(Cc2cccc([N+](=O)[O-])c2)c2ccccc21)OCc1ccccc1. As a reaction SMILES: [C:22]([CH2:23][CH2:24][C:25](=[O:26])[O:27][c:28]1[cH:29][cH:30][cH:31][cH:32][cH:33]1)(=[O:34])[O:35][CH2:36][c:37]1[cH:38][cH:39][cH:40][cH:41][cH:42]1.[CH3:44][N:45]([CH3:46])[CH:47]=[O:48].[CH3:49][CH2:50][O:51][C:52](=[O:53])[CH3:54].[ClH:43].[H-:20].[N+:1](=[O:2])([O-:3])[c:4]1[cH:5][c:6]([CH2:7][c:8]2[cH:9][nH:10][c:11]3[cH:12][cH:13][cH:14][cH:15][c:16]23)[cH:17][cH:18][cH:19]1.[Na+:21]>>[N+:1](=[O:2])([O-:3])[c:4]1[cH:5][c:6]([CH2:7][c:8]2[cH:9][n:10]([C:25]([CH2:24][CH2:23][C:22](=[O:34])[O:35][CH2:36][c:37]3[cH:38][cH:39][cH:40][cH:41][cH:42]3)=[O:26])[c:11]3[cH:12][cH:13][cH:14][cH:15][c:16]23)[cH:17][cH:18][cH:19]1. Reaction SMILES: [Cl:1][c:2]1[cH:3][c:4]([CH2:5][CH:6]2[CH:7]([N:18]3[CH2:19][CH2:20][CH2:21][CH2:22]3)[CH2:8][CH2:9][c:10]3[cH:11][cH:12][c:13]([O:16][CH3:17])[cH:14][c:15]32)[cH:23][cH:24][cH:25]1.[Cl:28][CH2:29][Cl:30].[Na+:27].[OH-:26]>>[Cl:1][c:2]1[cH:3][c:4]([CH2:5][CH:6]2[CH:7]([N:18]3[CH2:19][CH2:20][CH2:21][CH2:22]3)[CH2:8][CH2:9][c:10]3[cH:11][cH:12][c:13]([OH:16])[cH:14][c:15]32)[cH:23][cH:24][cH:25]1. Reactants: COc1ccc2c(c1)C(Cc1cccc(Cl)c1)C(N1CCCC1)CC2, ClCCl, [Na+], [OH-]. The product is Oc1ccc2c(c1)C(Cc1cccc(Cl)c1)C(N1CCCC1)CC2. Starting materials: [H-].[Na+] (sodium hydride), C(C)(=O)OCC1=NC2=CC(=C(C=C2C(N1)=O)C)Cl (2-acetoxymethyl-7-chloro-6-methyl-3,4-dihydroquinazolin-4-one), IC (iodomethane). Solvent: ClCCl (dichloromethane), CN(C)C=O (DMF). Run at time 1 minute. Yields the product C(C)(=O)OCC1=NC2=CC(=C(C=C2C(N1C)=O)C)Cl (2-Acetoxymethyl-7-chloro-3,6-dimethyl-3,4-dihydroquinazolin-4-one). The yield is 66.8%. As a reaction SMILES: [C:1]([O:4][CH2:5][C:6]1[NH:15][C:14](=[O:16])[C:13]2[C:8](=[CH:9][C:10]([Cl:18])=[C:11]([CH3:17])[CH:12]=2)[N:7]=1)(=[O:3])[CH3:2].[H-].[Na+].I[CH3:22]>CN(C=O)C.ClCCl>[C:1]([O:4][CH2:5][C:6]1[N:15]([CH3:22])[C:14](=[O:16])[C:13]2[C:8](=[CH:9][C:10]([Cl:18])=[C:11]([CH3:17])[CH:12]=2)[N:7]=1)(=[O:3])[CH3:2] |f:1.2|. Reported procedure: To a suspension of 2-acetoxymethyl-7-chloro-6-methyl-3,4-dihydroquinazolin-4-one 0.428 g, 1.6 mmol) in anhydrous DMF (13 ml) was added sodium hydride (60% dispersion, 0.070 g, 1.76 mmol) under argon. Stirring was continued at room temperature for 1 min and then iodomethane (0.20 ml, 3.2 mmol) was added into the reaction mixture with a syringe via a septum. Stirring was continued at room temperature for 1 hour and the reaction mixture was then partitioned between ethyl acetate (130 ml) and brine ... Starting materials: C(C)(=O)C=1C=CC(=C(C1)NC(C)=O)F (N-(5-acetyl-2-fluoro-phenyl)-acetamide), COC(N(C)C)OC (N,N-dimethylformamide dimethylacetal), resultant solution. Yields the product CN(C=CC(=O)C=1C=CC(=C(C1)NC(C)=O)F)C (N-[5-(3-dimethylamino-acryloyl)-2-fluoro-phenyl]-acetamide). Yield: 78.5%. Reaction SMILES: [C:1]([C:4]1[CH:5]=[CH:6][C:7]([F:14])=[C:8]([NH:10][C:11](=[O:13])[CH3:12])[CH:9]=1)(=[O:3])[CH3:2].CO[CH:17](OC)[N:18]([CH3:20])[CH3:19]>>[CH3:17][N:18]([CH3:20])[CH:19]=[CH:2][C:1]([C:4]1[CH:5]=[CH:6][C:7]([F:14])=[C:8]([NH:10][C:11](=[O:13])[CH3:12])[CH:9]=1)=[O:3]. Procedure details: 3.3 g (16.9 mmol) of N-(5-acetyl-2-fluoro-phenyl)-acetamide were dissolved in 8.36 ml (7.49 g) (62.89 mmol) of N,N-dimethylformamide dimethylacetal and the resultant solution was refluxed for 6.5 hours. The excess of volatile reagent was removed by reduced pressure distillation to yield a crude which was crystallized from ethyl acetate. 3.32 g of N-[5-(3-dimethylamino-acryloyl)-2-fluoro-phenyl]-acetamide as a yellowish-white solid were obtained (yield 78.6%).